Dataset: the Open Reaction Database (ORD), a public repository of structured organic reaction records. Task: describe an organic reaction: reactants, conditions, products, and yield Product: C(CCC)N1C(=O)NC(=O)CC1=O (1-butyl-barbituric acid). RXN SMILES: [Na].[CH2:2]([NH:6][C:7]([NH2:9])=[O:8])[CH2:3][CH2:4][CH3:5].C([O:12][C:13](=O)[CH2:14][C:15](OCC)=[O:16])C>C(O)C>[CH2:2]([N:6]1[C:15](=[O:16])[CH2:14][C:13](=[O:12])[NH:9][C:7]1=[O:8])[CH2:3][CH2:4][CH3:5] |^1:0|. The reactants are [Na] (sodium), C(CCC)NC(=O)N (butyl-urea), C(C)OC(CC(=O)OCC)=O (malonic acid-diethylester). Solvent: C(C)O (ethanol). Isolated yield 68.8%. Procedure details: To a solution of 23 g (1 g-atom) sodium metal in 500 ml absolute ethanol were added at room temperature 35 g (0.3 mole) butyl-urea and 48 g (0.3 mole) malonic acid-diethylester. The alcohol was then distilled off in an oil bath held at 120°C and the residue maintained at this temperature for about 16 hours. The residue was then cooled and dissolved in about 300 ml water, stirred with activated carbon and the solution filtered. The clear filtrate was acidified by the addition of concentrated hydr... Starting materials: CN(C)C=O, CCOC(C)=O, COCCOc1cccc(CCl)c1OC, N#C[K]. Yields the product COCCOc1cccc(CC#N)c1OC. As a reaction SMILES: [CH3:19][N:20]([CH3:21])[CH:22]=[O:23].[CH3:24][CH2:25][O:26][C:27](=[O:28])[CH3:29].[Cl:1][CH2:2][c:3]1[c:4]([O:14][CH3:15])[c:5]([O:9][CH2:10][CH2:11][O:12][CH3:13])[cH:6][cH:7][cH:8]1.[K:16][C:17]#[N:18]>>[CH2:2]([c:3]1[c:4]([O:14][CH3:15])[c:5]([O:9][CH2:10][CH2:11][O:12][CH3:13])[cH:6][cH:7][cH:8]1)[C:17]#[N:18]. The reactants are NC1=C(C=C(C2=C1CCO2)C(=O)O[C@@H]2[C@@H](CN(CC2)C(=O)OC(C)(C)C)OC)Cl ((±)-cis-1-[(1,1-dimethylethoxy)carbonyl]-3-methoxy-4-piperidinyl 4-amino-5-chloro-2,3-dihydro-7-benzofurancarboxylate), [NH4+].[OH-] (NH4OH). The solvent is O1CCCC1 (tetrahydrofuran), Cl (hydrochloric acid). Product: NC1=C(C=C(C2=C1CCO2)C(=O)O[C@@H]2[C@@H](CNCC2)OC)Cl ((±)-cis-3-methoxy-4-piperidinyl 4-amino-5-chloro-2,3-dihydro-7-benzofurancarboxylate). Isolated yield 26.1%. Reaction SMILES: [NH2:1][C:2]1[C:7]2[CH2:8][CH2:9][O:10][C:6]=2[C:5]([C:11]([O:13][C@H:14]2[CH2:19][CH2:18][N:17](C(OC(C)(C)C)=O)[CH2:16][C@H:15]2[O:27][CH3:28])=[O:12])=[CH:4][C:3]=1[Cl:29].[NH4+].[OH-]>O1CCCC1.Cl>[NH2:1][C:2]1[C:7]2[CH2:8][CH2:9][O:10][C:6]=2[C:5]([C:11]([O:13][C@H:14]2[CH2:19][CH2:18][NH:17][CH2:16][C@H:15]2[O:27][CH3:28])=[O:12])=[CH:4][C:3]=1[Cl:29] |f:1.2|. Procedure details: A mixture of intermediate (5) (32 g) in tetrahydrofuran (500 ml) and hydrochloric acid (50 ml) was stirred and refluxed for 30 minutes. The reaction mixture was cooled and alkalized with NH4OH. The layers were separated. The aqueous layer was extracted with tetrahydrofuran. The separated organic layer was evaporated. The residue was purified by column chromatography over silica gel (eluent: CH2Cl2 /(CH3OH/NH3) 93/7). The pure fractions were collected and the solvent was evaporated. The residue w...